This data is from the Open Reaction Database (ORD), a public repository of structured organic reaction records. The task is: describe an organic reaction: reactants, conditions, products, and yield Reaction SMILES: [CH3:1][O:2][C:3](=[O:30])[CH:4]([C:9]1[CH:10]=[C:11]([C:16]2[CH:21]=[C:20]([C:22]([F:25])([F:24])[F:23])[CH:19]=[C:18]([C:26]([F:29])([F:28])[F:27])[CH:17]=2)[CH:12]=[C:13]([OH:15])[CH:14]=1)[CH2:5][CH:6]([CH3:8])[CH3:7].[F:31][C:32]([F:43])([F:42])[C:33]1[CH:34]=[C:35](B(O)O)[CH:36]=[CH:37][CH:38]=1>>[CH3:1][O:2][C:3](=[O:30])[CH:4]([C:9]1[CH:10]=[C:11]([C:16]2[CH:21]=[C:20]([C:22]([F:23])([F:25])[F:24])[CH:19]=[C:18]([C:26]([F:27])([F:28])[F:29])[CH:17]=2)[CH:12]=[C:13]([O:15][C:37]2[CH:36]=[CH:35][CH:34]=[C:33]([C:32]([F:43])([F:42])[F:31])[CH:38]=2)[CH:14]=1)[CH2:5][CH:6]([CH3:8])[CH3:7]. Starting materials: COC(C(CC(C)C)C=1C=C(C=C(C1)O)C1=CC(=CC(=C1)C(F)(F)F)C(F)(F)F)=O (2-(5-Hydroxy-3′,5′-bis-trifluoromethyl-biphenyl-3-yl)-4-methyl-pentanoic acid methyl ester), FC(C=1C=C(C=CC1)B(O)O)(F)F (3-trifluoromethylphenylboronic acid). Procedure details: The title compound was prepared in 60% yield from 2-(5-hydroxy-3′,5′-bis-trifluoromethyl-biphenyl-3-yl)-4-methyl-pentanoic acid methyl ester (prepared in Example C) and 3-trifluoromethylphenylboronic acid under the conditions described in Example 15, step (g). Product: COC(C(CC(C)C)C=1C=C(C=C(C1)OC1=CC(=CC=C1)C(F)(F)F)C1=CC(=CC(=C1)C(F)(F)F)C(F)(F)F)=O (2-[3′,5′-Bis-trifluoromethyl-5-(3-trifluoromethyl-phenoxy)-biphenyl-3-yl]-4-methyl-pentanoic acid methyl ester). Yield: 60.0%. Reactants: O=C([O-])[O-], C1CCOC1, O=C(OC(=O)C(F)(F)F)C(F)(F)F, NC(=O)c1ncccc1F, [Na+], [Na+], O. The product is N#Cc1ncccc1F. As a reaction SMILES: [C:29](=[O:30])([O-:31])[O-:32].[CH2:11]1[O:12][CH2:13][CH2:14][CH2:15]1.[F:16][C:17]([F:18])([F:19])[C:20]([O:21][C:22](=[O:23])[C:24]([F:25])([F:26])[F:27])=[O:28].[F:1][c:2]1[c:3]([C:8](=[O:9])[NH2:10])[n:4][cH:5][cH:6][cH:7]1.[Na+:33].[Na+:34].[OH2:35]>>[F:1][c:2]1[c:3]([C:8]#[N:10])[n:4][cH:5][cH:6][cH:7]1. Starting materials: COC(=O)C(C)N, O=C(O)CC1CCCC1, Cl. Yields the product COC(=O)C(C)NC(=O)CC1CCCC1. As a reaction SMILES: [CH3:11][O:12][C:13]([CH:14]([NH2:15])[CH3:16])=[O:17].[CH:1]1([CH2:6][C:7](=[O:8])[OH:9])[CH2:2][CH2:3][CH2:4][CH2:5]1.[ClH:10]>>[CH:1]1([CH2:6][C:7](=[O:9])[NH:15][CH:14]([C:13]([O:12][CH3:11])=[O:17])[CH3:16])[CH2:2][CH2:3][CH2:4][CH2:5]1. The reactants are CC(C)(C)OC(=O)NCC1(CC2CC2)CCN(C(=O)OCc2ccccc2)CC1, CO. Product: CC(C)(C)OC(=O)NCC1(CC2CC2)CCNCC1. As a reaction SMILES: [C:1]([CH3:2])([CH3:3])([CH3:4])[O:5][C:6](=[O:7])[NH:8][CH2:9][C:10]1([CH2:26][CH:27]2[CH2:28][CH2:29]2)[CH2:11][CH2:12][N:13]([C:16]([O:17][CH2:18][c:19]2[cH:20][cH:21][cH:22][cH:23][cH:24]2)=[O:25])[CH2:14][CH2:15]1.[CH3:30][OH:31]>>[C:1]([CH3:2])([CH3:3])([CH3:4])[O:5][C:6](=[O:7])[NH:8][CH2:9][C:10]1([CH2:26][CH:27]2[CH2:28][CH2:29]2)[CH2:11][CH2:12][NH:13][CH2:14][CH2:15]1. The reactants are COc1ccc(CN2C(=O)NCC2c2cc(C(F)(F)F)ccc2-c2cc(C(C)C)c(F)cc2OC)cc1, FC(F)(F)c1cc(CBr)cc(C(F)(F)F)c1, [H-], [Na+], CN(C)C=O. Product: COc1ccc(CN2C(=O)N(Cc3cc(C(F)(F)F)cc(C(F)(F)F)c3)CC2c2cc(C(F)(F)F)ccc2-c2cc(C(C)C)c(F)cc2OC)cc1. RXN SMILES: [F:1][c:2]1[cH:3][c:4]([O:36][CH3:37])[c:5](-[c:11]2[c:12]([CH:21]3[CH2:22][NH:23][C:24](=[O:35])[N:25]3[CH2:26][c:27]3[cH:28][cH:29][c:30]([O:33][CH3:34])[cH:31][cH:32]3)[cH:13][c:14]([C:17]([F:18])([F:19])[F:20])[cH:15][cH:16]2)[cH:6][c:7]1[CH:8]([CH3:9])[CH3:10].[F:40][C:41]([c:42]1[cH:43][c:44]([CH2:45][Br:46])[cH:47][c:48]([C:50]([F:51])([F:52])[F:53])[cH:49]1)([F:54])[F:55].[H-:39].[Na+:38].[O:56]=[CH:57][N:58]([CH3:59])[CH3:60]>>[F:1][c:2]1[cH:3][c:4]([O:36][CH3:37])[c:5](-[c:11]2[c:12]([CH:21]3[CH2:22][N:23]([CH2:45][c:44]4[cH:43][c:42]([C:41]([F:40])([F:54])[F:55])[cH:49][c:48]([C:50]([F:51])([F:52])[F:53])[cH:47]4)[C:24](=[O:35])[N:25]3[CH2:26][c:27]3[cH:28][cH:29][c:30]([O:33][CH3:34])[cH:31][cH:32]3)[cH:13][c:14]([C:17]([F:18])([F:19])[F:20])[cH:15][cH:16]2)[cH:6][c:7]1[CH:8]([CH3:9])[CH3:10].